Dataset: the Open Reaction Database (ORD), a public repository of structured organic reaction records. Task: describe an organic reaction: reactants, conditions, products, and yield Starting materials: BrC1=CC=C(C#N)C=C1 (4-bromobenzonitrile), CNC1=CC=CC=C1 (N-methylaniline), C(C)(C)(C)P(C(C)(C)C)C(C)(C)C (tri-t-butylphosphine). Reagents/catalysts: C=1C=CC(=CC1)/C=C/C(=O)/C=C/C2=CC=CC=C2.C=1C=CC(=CC1)/C=C/C(=O)/C=C/C2=CC=CC=C2.[Pd] (Pd(dba)2). The solvent is C1(=CC=CC=C1)C (toluene). Reaction conditions: time 6 hour. Yields the product C(#N)C1=CC=C(C=C1)N(C1=CC=CC=C1)C (N-(4-cyanophenyl)-N-methylaniline). The yield is 96.5%. Reaction SMILES: Br[C:2]1[CH:9]=[CH:8][C:5]([C:6]#[N:7])=[CH:4][CH:3]=1.[CH3:10][NH:11][C:12]1[CH:17]=[CH:16][CH:15]=[CH:14][CH:13]=1.C(P(C(C)(C)C)C(C)(C)C)(C)(C)C>C1(C)C=CC=CC=1.C1C=CC(/C=C/C(/C=C/C2C=CC=CC=2)=O)=CC=1.C1C=CC(/C=C/C(/C=C/C2C=CC=CC=2)=O)=CC=1.[Pd]>[C:6]([C:5]1[CH:8]=[CH:9][C:2]([N:11]([CH3:10])[C:12]2[CH:17]=[CH:16][CH:15]=[CH:14][CH:13]=2)=[CH:3][CH:4]=1)#[N:7] |f:4.5.6|. Procedure: The above general procedure was followed using 4-bromobenzonitrile (187 mg, 1.00 mmol) and N-methylaniline (107 mg, 1.00 mmol) with 1 mol % Pd(dba)2 and 0.8 mol % tri-t-butylphosphine in 1.0 mL of toluene. After 6 hours, the reaction mixture was adsorbed onto silica gel and chromatographed with 10% ethyl acetate/hexanes to give 201 mg (97%) of N-(4-cyanophenyl)-N-methylaniline. 1H NMR (500 MHz, CDCl3) δ 7.45-7.42 (m, 4H), 7.27 (t, J=7.5 Hz, 1H), 7.21 (d, J=8.3 Hz, 2H), 6.73 (d, J=9.0 Hz, 2H), 3.... Reactants: C(C)(C)(C)OC(=O)N1C[C@@H]([C@H](CC1)C1=CC=C(C=C1)OCCCOCC1=C(C=CC=C1)OC)OCC1=CC=C2CCCN(C2=C1)CCN ((3R,4R)-3-[1-(2-amino-ethyl)-1,2,3,4-tetrahydro-quinolin-7-ylmethoxy]-4-[4-[3-(2-methoxy-benzyloxy)-propoxy]-phenyl]-piperidine-1-carboxylic acid tert-butyl ester), Cl.CO (HCl methanol). Yields the product COC1=C(COCCCOC2=CC=C(C=C2)[C@@H]2[C@H](CNCC2)OCC2=CC=C3CCCN(C3=C2)CCN)C=CC=C1 ((3R,4R )-2-[7-[4-[4-[3-(2-methoxy-benzyloxy)-propoxy]-phenyl]-piperidin-3-yloxymethyl]-3,4-dihydro-2H-quinolin-1-yl]-ethylamine). RXN SMILES: C(OC([N:8]1[CH2:13][CH2:12][C@H:11]([C:14]2[CH:19]=[CH:18][C:17]([O:20][CH2:21][CH2:22][CH2:23][O:24][CH2:25][C:26]3[CH:31]=[CH:30][CH:29]=[CH:28][C:27]=3[O:32][CH3:33])=[CH:16][CH:15]=2)[C@@H:10]([O:34][CH2:35][C:36]2[CH:45]=[C:44]3[C:39]([CH2:40][CH2:41][CH2:42][N:43]3[CH2:46][CH2:47][NH2:48])=[CH:38][CH:37]=2)[CH2:9]1)=O)(C)(C)C.Cl.CO>>[CH3:33][O:32][C:27]1[CH:28]=[CH:29][CH:30]=[CH:31][C:26]=1[CH2:25][O:24][CH2:23][CH2:22][CH2:21][O:20][C:17]1[CH:16]=[CH:15][C:14]([C@H:11]2[CH2:12][CH2:13][NH:8][CH2:9][C@@H:10]2[O:34][CH2:35][C:36]2[CH:45]=[C:44]3[C:39]([CH2:40][CH2:41][CH2:42][N:43]3[CH2:46][CH2:47][NH2:48])=[CH:38][CH:37]=2)=[CH:19][CH:18]=1 |f:1.2|. Reported procedure: In analogy to the procedure described in example 4(b), the (3R,4R)-3-[1-(2-amino-ethyl)-1,2,3,4-tetrahydro-quinolin-7-ylmethoxy]-4-[4-[3-(2-methoxy-benzyloxy)-propoxy]-phenyl]-piperidine-1-carboxylic acid tert-butyl ester was deprotected with HCl/methanol to yield the (3R,4R )-2-[7-[4-[4-[3-(2-methoxy-benzyloxy)-propoxy]-phenyl]-piperidin-3-yloxymethyl]-3,4-dihydro-2H-quinolin-1-yl]-ethylamine as a light yellow oil; MS: 560 (M+H)+. Reactants: CCO, Cc1ccc([N+](=O)[O-])cc1Nc1nc2ccccc2n1-c1cc(N)ncn1, [Pd]. The product is Cc1ccc(N)cc1Nc1nc2ccccc2n1-c1cc(N)ncn1. Reaction SMILES: [CH3:28][CH2:29][OH:30].[NH2:1][c:2]1[cH:3][c:4](-[n:8]2[c:9]([NH:17][c:18]3[c:19]([CH3:27])[cH:20][cH:21][c:22]([N+:24]([O-:25])=[O:26])[cH:23]3)[n:10][c:11]3[c:12]2[cH:13][cH:14][cH:15][cH:16]3)[n:5][cH:6][n:7]1.[Pd:31]>>[NH2:1][c:2]1[cH:3][c:4](-[n:8]2[c:9]([NH:17][c:18]3[c:19]([CH3:27])[cH:20][cH:21][c:22]([NH2:24])[cH:23]3)[n:10][c:11]3[c:12]2[cH:13][cH:14][cH:15][cH:16]3)[n:5][cH:6][n:7]1. Starting materials: [BH4-], CC1CC(=O)c2cccc(Br)c21, [Na+], O. Product: CC1C=Cc2cccc(Br)c21. Reaction SMILES: [BH4-:13].[Br:1][c:2]1[c:3]2[c:7]([cH:8][cH:9][cH:10]1)[C:6](=[O:11])[CH2:5][CH:4]2[CH3:12].[Na+:14].[OH2:15]>>[Br:1][c:2]1[c:3]2[c:7]([cH:8][cH:9][cH:10]1)[CH:6]=[CH:5][CH:4]2[CH3:12].